From a dataset of the Open Reaction Database (ORD), a public repository of structured organic reaction records. describe an organic reaction: reactants, conditions, products, and yield The reactants are C[C@@]12[C@H](CC[C@H]1[C@@H]1CCC3=CC(CC[C@]3(C)[C@H]1CC2)=O)C(=O)OC (Methyl androst-4-ene-3-one-17β-carboxylate), C1(=C(C(=O)C(=C(C1=O)Cl)Cl)Cl)Cl (chloranil). Solvent: C(C)(C)(C)O (t-butanol). Yields the product C[C@@]12[C@H](CC[C@H]1[C@@H]1C=CC3=CC(CC[C@]3(C)[C@H]1CC2)=O)C(=O)OC (methyl androst-4,6-diene-3-one-17β-carboxylate), foam. The yield is 70.0%. As a reaction SMILES: [CH3:1][C@:2]12[CH2:19][CH2:18][C@H:17]3[C@@H:7]([CH2:8][CH2:9][C:10]4[C@:15]3([CH3:16])[CH2:14][CH2:13][C:12](=[O:20])[CH:11]=4)[C@@H:6]1[CH2:5][CH2:4][C@@H:3]2[C:21]([O:23][CH3:24])=[O:22].C1(Cl)C(=O)C(Cl)=C(Cl)C(=O)C=1Cl>C(O)(C)(C)C>[CH3:1][C@:2]12[CH2:19][CH2:18][C@H:17]3[C@@H:7]([CH:8]=[CH:9][C:10]4[C@:15]3([CH3:16])[CH2:14][CH2:13][C:12](=[O:20])[CH:11]=4)[C@@H:6]1[CH2:5][CH2:4][C@@H:3]2[C:21]([O:23][CH3:24])=[O:22]. Reported procedure: Methyl androst-4-ene-3-one-17β-carboxylate (10 g, 30.3 mmol, prepared according to Rasmusson, et al., J. Med. Chem. 27 1960 (1984)) and chloranil (8.95 g, 36.4 mmol) in 700 ml t-butanol was heated at reflux for 3.5 hours then cooled and filtered. The filtrate was concentrated and the residue taken up in 700 ml chloroform and washed successively with 4×150 ml water, 3×150 ml saturated sodium bicarbonate, 3×150 ml 5% sodium hydroxide, 3×150 ml brine, dried over sodium sulfate, and concentrated to ...